describe an organic reaction: reactants, conditions, products, and yield From a dataset of the Open Reaction Database (ORD), a public repository of structured organic reaction records. Reactants: C(C1=CC=CC=C1)N1C(=NC(=C1CC#N)Cl)C1=CC=C(C=C1)N(C)C (1-benzyl-4-chloro-2-(4-dimethylaminophenyl)-5-cyanomethylimidazole), [OH-].[Na+] (sodium hydroxide). Solvent: C(C)O (ethanol). Conditions: temperature 60 celsius, time 2 hour. Product: C(C1=CC=CC=C1)N1C(=NC(=C1CC(=O)N)Cl)C1=CC=C(C=C1)N(C)C (1-benzyl-4-chloro-2-(4-dimethylaminophenyl)imidazole-5-acetamide). Reaction SMILES: [CH2:1]([N:8]1[C:12]([CH2:13][C:14]#[N:15])=[C:11]([Cl:16])[N:10]=[C:9]1[C:17]1[CH:22]=[CH:21][C:20]([N:23]([CH3:25])[CH3:24])=[CH:19][CH:18]=1)[C:2]1[CH:7]=[CH:6][CH:5]=[CH:4][CH:3]=1.[OH-:26].[Na+]>C(O)C>[CH2:1]([N:8]1[C:12]([CH2:13][C:14]([NH2:15])=[O:26])=[C:11]([Cl:16])[N:10]=[C:9]1[C:17]1[CH:22]=[CH:21][C:20]([N:23]([CH3:24])[CH3:25])=[CH:19][CH:18]=1)[C:2]1[CH:3]=[CH:4][CH:5]=[CH:6][CH:7]=1 |f:1.2|. Reported procedure: In 50 ml of ethanol was dissolved 3.5 g of 1-benzyl-4-chloro-2-(4-dimethylaminophenyl)-5-cyanomethylimidazole, and 10 ml of 1 N-sodium hydroxide was added to the solution, followed by stirring at 60° C. for 2 hours. The solution was allowed to cool, and the resulted crystals were recrystallized from 70 ml of 90% ethanol, thereby yielding 2.2 g of 1-benzyl-4-chloro-2-(4-dimethylaminophenyl)imidazole-5-acetamide as colorless needles, m.p. 215°-216° C. The reactants are Brc1cccc2[nH]ccc12, C1CCOC1, COc1ccc(B(O)O)cc1, CCOC(C)=O, [Na+], [OH-], [Pd]. Yields the product COc1ccc(-c2cccc3[nH]ccc23)cc1. Reaction SMILES: [Br:1][c:2]1[c:3]2[cH:4][cH:5][nH:6][c:7]2[cH:8][cH:9][cH:10]1.[CH2:24]1[O:25][CH2:26][CH2:27][CH2:28]1.[CH3:11][O:12][c:13]1[cH:14][cH:15][c:16]([B:19]([OH:20])[OH:21])[cH:17][cH:18]1.[CH3:30][CH2:31][O:32][C:33](=[O:34])[CH3:35].[Na+:23].[OH-:22].[Pd:29]>>[c:2]1(-[c:16]2[cH:15][cH:14][c:13]([O:12][CH3:11])[cH:18][cH:17]2)[c:3]2[cH:4][cH:5][nH:6][c:7]2[cH:8][cH:9][cH:10]1.